From a dataset of the Open Reaction Database (ORD), a public repository of structured organic reaction records. describe an organic reaction: reactants, conditions, products, and yield Reactants: ClC1=NN2C(C(=CC=C2)C=2C=C(C=CC2)N(C)C)=N1 ([3-(2-chloro-[1,2,4]-triazolo[1,5-a]pyridin-8-yl)-phenyl]-dimethyl-amine), C(C)(C)(C)OC(=O)N1CCC(CC1)C1=CC=C(C=C1)N (4-(4-amino-phenyl)-piperidine-1-carboxylic acid tert-butyl ester), 311b. The product is C(C)(C)(C)OC(=O)N1CCC(CC1)C1=CC=C(C=C1)NC1=NN2C(C(=CC=C2)C2=CC(=CC=C2)N(C)C)=N1 (4-{4-[8-(3-Dimethylamino-phenyl)-[1,2,4]-triazolo[1,5-a]pyridin-2-ylamino]-phenyl}-piperidine-1-carboxylic acid tert-butyl ester), product. The yield is 61.0%. As a reaction SMILES: Cl[C:2]1[N:19]=[C:5]2[C:6]([C:10]3[CH:11]=[C:12]([N:16]([CH3:18])[CH3:17])[CH:13]=[CH:14][CH:15]=3)=[CH:7][CH:8]=[CH:9][N:4]2[N:3]=1.[C:20]([O:24][C:25]([N:27]1[CH2:32][CH2:31][CH:30]([C:33]2[CH:38]=[CH:37][C:36]([NH2:39])=[CH:35][CH:34]=2)[CH2:29][CH2:28]1)=[O:26])([CH3:23])([CH3:22])[CH3:21]>>[C:20]([O:24][C:25]([N:27]1[CH2:32][CH2:31][CH:30]([C:33]2[CH:38]=[CH:37][C:36]([NH:39][C:2]3[N:19]=[C:5]4[C:6]([C:10]5[CH:15]=[CH:14][CH:13]=[C:12]([N:16]([CH3:18])[CH3:17])[CH:11]=5)=[CH:7][CH:8]=[CH:9][N:4]4[N:3]=3)=[CH:35][CH:34]=2)[CH2:29][CH2:28]1)=[O:26])([CH3:23])([CH3:21])[CH3:22]. Procedure details: 4-{4-[8-(3-Dimethylamino-phenyl)-[1,2,4]-triazolo[1,5-a]pyridin-2-ylamino]-phenyl}-piperidine-1-carboxylic acid tert-butyl ester was prepared from [3-(2-chloro-[1,2,4]-triazolo[1,5-a]pyridin-8-yl)-phenyl]-dimethyl-amine (0.250 g, 0.917 mmol) and 4-(4-amino-phenyl)-piperidine-1-carboxylic acid tert-butyl ester (0.304 g, 1.10 mmol) in a manner analogous to Example 311a and 311b to give product (0.288 g, 61%). MP=95-98° C. 1H NMR (400 MHz, (D3C)2SO, δ, ppm): 9.57 (s, 1H), 8.74 (d, 1H), 7.82 (d, 1H)... The reactants are C=1C(=C(C=C(C1F)F)F)C[C@H](CC(=O)N2CCN3C(=NN=C3C(F)(F)F)C2)N.C([C@@H](O)C1=CC=CC=C1)(=O)[O-] (Sitagliptin (S)-mandelate). Run in CC(=O)C (acetone). Product: C=1C(=C(C=C(C1F)F)F)C[C@H](CC(=O)N2CCN3C(=NN=C3C(F)(F)F)C2)N (Sitagliptin). RXN SMILES: [CH:1]1[C:2]([CH2:10][C@@H:11]([NH2:28])[CH2:12][C:13]([N:15]2[CH2:27][C:19]3=[N:20][N:21]=[C:22]([C:23]([F:26])([F:25])[F:24])[N:18]3[CH2:17][CH2:16]2)=[O:14])=[C:3]([F:9])[CH:4]=[C:5]([F:8])[C:6]=1[F:7].C([O-])(=O)[C@H](C1C=CC=CC=1)O>CC(C)=O>[CH:1]1[C:2]([CH2:10][C@@H:11]([NH2:28])[CH2:12][C:13]([N:15]2[CH2:27][C:19]3=[N:20][N:21]=[C:22]([C:23]([F:26])([F:25])[F:24])[N:18]3[CH2:17][CH2:16]2)=[O:14])=[C:3]([F:9])[CH:4]=[C:5]([F:8])[C:6]=1[F:7] |f:0.1|. Procedure: Sitagliptin (S)-mandelate crystalline Form N4 can be prepared by a process comprising forming a solution of Sitagliptin base in acetone; combining the solution with mandelic acid to form a precipitate; and isolating the obtained precipitate. Preferably, the mandelic acid is used at a mol ratio of about 1:1 of Sitagliptin base to mandelic acid. Preferably, the acid is (S)-(+)-mandelic acid. Starting materials: resultant mixture, COC1=C(C(=O)C=2NC(=C(C2)Cl)Cl)C=CC=C1 (2-(2-methoxybenzoyl)-4,5-dichloropyrrole), N1C=CC=C1 (pyrrole), aqueous solution, II (iodine), [I-].[Na+] (sodium iodide), aqueous solution, [OH-].[Na+] (sodium hydroxide), aqueous solution, S(=S)(=O)([O-])[O-].[Na+].[Na+] (sodium thiosulfate). Run in O (water), O1CCOCC1 (dioxane). Conditions: time 1 hour. Product: COC1=C(C(=O)C=2NC(=C(C2I)Cl)Cl)C=CC=C1 (2-(2-methoxybenzoyl)-3-iodo-4,5-dichloropyrrole). Yield: 78.3%. As a reaction SMILES: [CH3:1][O:2][C:3]1[CH:17]=[CH:16][CH:15]=[CH:14][C:4]=1[C:5]([C:7]1[NH:8][C:9]([Cl:13])=[C:10]([Cl:12])[CH:11]=1)=[O:6].[OH-].[Na+].N1C=CC=C1.[I:25]I.[I-].[Na+].S([O-])([O-])(=O)=S.[Na+].[Na+]>O.O1CCOCC1>[CH3:1][O:2][C:3]1[CH:17]=[CH:16][CH:15]=[CH:14][C:4]=1[C:5]([C:7]1[NH:8][C:9]([Cl:13])=[C:10]([Cl:12])[C:11]=1[I:25])=[O:6] |f:1.2,5.6,7.8.9|. Procedure: Added to 1.08 g of 2-(2-methoxybenzoyl)-4,5-dichloropyrrole were 16 ml of a 1:1 mixture of dioxane and water and 4 ml of a 1 N aqueous solution of sodium hydroxide to dissolve the pyrrole derivative, followed by the addition of 12 ml of an aqueous solution containing 1.2 g of iodine and 1.44 g of sodium iodide. The resultant mixture was stirred at room temperature for 15 hours. Thereafter, 40 ml of a 1 N aqueous solution of sodium thiosulfate was added, followed by stirring for 1 hour. Crystals ...